From a dataset of the Open Reaction Database (ORD), a public repository of structured organic reaction records. describe an organic reaction: reactants, conditions, products, and yield The reactants are CCOC(C)=O, CC1COCCN1c1cc(C2(S(C)(=N)=O)CC2)nc(Cl)n1, [Na+], [Na+], O=C([O-])[O-], Cl[Pd]Cl, c1ccc(P(c2ccccc2)c2ccccc2)cc1, c1ccc(P(c2ccccc2)c2ccccc2)cc1, OB(O)c1ccnc2[nH]ccc12. The product is CC1COCCN1c1cc(C2(S(C)(=N)=O)CC2)nc(-c2ccnc3[nH]ccc23)n1. Reaction SMILES: [CH3:40][CH2:41][O:42][C:43]([CH3:44])=[O:45].[Cl:1][c:2]1[n:3][c:4]([C:15]2([S:18](=[O:19])(=[NH:20])[CH3:21])[CH2:16][CH2:17]2)[cH:5][c:6]([N:8]2[CH:9]([CH3:14])[CH2:10][O:11][CH2:12][CH2:13]2)[n:7]1.[Na+:22].[Na+:23].[O-:24][C:25](=[O:26])[O-:27].[Pd:46]([Cl:47])[Cl:48].[c:49]1([P:50]([c:51]2[cH:52][cH:53][cH:54][cH:55][cH:56]2)[c:57]2[cH:58][cH:59][cH:60][cH:61][cH:62]2)[cH:63][cH:64][cH:65][cH:66][cH:67]1.[c:68]1([P:69]([c:70]2[cH:71][cH:72][cH:73][cH:74][cH:75]2)[c:76]2[cH:77][cH:78][cH:79][cH:80][cH:81]2)[cH:82][cH:83][cH:84][cH:85][cH:86]1.[nH:28]1[cH:29][cH:30][c:31]2[c:32]1[n:33][cH:34][cH:35][c:36]2[B:37]([OH:38])[OH:39]>>[c:2]1(-[c:36]2[c:31]3[cH:30][cH:29][nH:28][c:32]3[n:33][cH:34][cH:35]2)[n:3][c:4]([C:15]2([S:18](=[O:19])(=[NH:20])[CH3:21])[CH2:16][CH2:17]2)[cH:5][c:6]([N:8]2[CH:9]([CH3:14])[CH2:10][O:11][CH2:12][CH2:13]2)[n:7]1. The reactants are Brc1ccc(Cc2ccncc2)cc1, I[Cu]I, [H-], [Na+], O, OCC(F)(F)F. Product: FC(F)(F)COc1ccc(Cc2ccncc2)cc1. Reaction SMILES: [Br:9][c:10]1[cH:11][cH:12][c:13]([CH2:14][c:15]2[cH:16][cH:17][n:18][cH:19][cH:20]2)[cH:21][cH:22]1.[Cu:23]([I:24])[I:25].[H-:7].[Na+:8].[OH2:26].[OH:1][CH2:2][C:3]([F:4])([F:5])[F:6]>>[O:1]([CH2:2][C:3]([F:4])([F:5])[F:6])[c:10]1[cH:11][cH:12][c:13]([CH2:14][c:15]2[cH:16][cH:17][n:18][cH:19][cH:20]2)[cH:21][cH:22]1. Starting materials: BrC1=C(C=C(C=C1OC)C=1N=COC1C(F)(F)F)OC (4-(4-bromo-3,5-dimethoxyphenyl)-5-(trifluoromethyl)oxazole), CON(C(C(C1=CC=C(C=C1)N1CCOCC1)OC)=O)C (N,2-dimethoxy-N-methyl-2-(4-morpholinophenyl)acetamide). Product: BrC1=C(C=C(C=C1OC)C=1N=C(OC1C(F)(F)F)C(C(C1=CC=C(C=C1)N1CCOCC1)OC)=O)OC (1-(4-(4-Bromo-3,5-dimethoxyphenyl)-5-(trifluoromethyl)oxazol-2-yl)-2-methoxy-2-(4-morpholinophenyl)ethanone), product. Yield: 14.0%. As a reaction SMILES: [Br:1][C:2]1[C:7]([O:8][CH3:9])=[CH:6][C:5]([C:10]2[N:11]=[CH:12][O:13][C:14]=2[C:15]([F:18])([F:17])[F:16])=[CH:4][C:3]=1[O:19][CH3:20].CON(C)[C:24](=[O:40])[CH:25]([O:38][CH3:39])[C:26]1[CH:31]=[CH:30][C:29]([N:32]2[CH2:37][CH2:36][O:35][CH2:34][CH2:33]2)=[CH:28][CH:27]=1>>[Br:1][C:2]1[C:3]([O:19][CH3:20])=[CH:4][C:5]([C:10]2[N:11]=[C:12]([C:24](=[O:40])[CH:25]([O:38][CH3:39])[C:26]3[CH:27]=[CH:28][C:29]([N:32]4[CH2:33][CH2:34][O:35][CH2:36][CH2:37]4)=[CH:30][CH:31]=3)[O:13][C:14]=2[C:15]([F:16])([F:17])[F:18])=[CH:6][C:7]=1[O:8][CH3:9]. Procedure details: 1-(4-(4-Bromo-3,5-dimethoxyphenyl)-5-(trifluoromethyl)oxazol-2-yl)-2-methoxy-2-(4-morpholinophenyl)ethanone was prepared from 4-(4-bromo-3,5-dimethoxyphenyl)-5-(trifluoromethyl)oxazole (prepared from 4-bromo-3,5-dimethoxybenzaldehyde according to Heterocycles, 1992, 34, 1047) and N,2-dimethoxy-N-methyl-2-(4-morpholinophenyl)acetamide according to the procedure used in Example 30. Purification by chromatography (20-40% EtOAc-hexanes) gave the product as a yellow solid (0.032 g, 14% yield). MS: m/... Starting materials: NC=1C=NC=CC1 (3-Aminopyridine), C(C)OC(C(CC(C)=O)C(C1=CC=CC=C1)=O)=O (2-benzoyl-4-oxo-pentanoic acid ethyl ester), CC1=CC=C(C=C1)S(=O)(=O)O (tosic acid). Run in C(C)O (ethanol). Product: C(C)OC(=O)C1=C(N(C(=C1)C)C=1C=NC=CC1)C1=CC=CC=C1 (5-Methyl-2-phenyl-1-pyridin-3-yl-1H-pyrrole-3-carboxylic Acid Ethyl Ester). Reaction SMILES: [NH2:1][C:2]1[CH:3]=[N:4][CH:5]=[CH:6][CH:7]=1.[CH2:8]([O:10][C:11](=[O:25])[CH:12]([C:17](=O)[C:18]1[CH:23]=[CH:22][CH:21]=[CH:20][CH:19]=1)[CH2:13][C:14](=O)[CH3:15])[CH3:9].CC1C=CC(S(O)(=O)=O)=CC=1>C(O)C>[CH2:8]([O:10][C:11]([C:12]1[CH:13]=[C:14]([CH3:15])[N:1]([C:2]2[CH:3]=[N:4][CH:5]=[CH:6][CH:7]=2)[C:17]=1[C:18]1[CH:19]=[CH:20][CH:21]=[CH:22][CH:23]=1)=[O:25])[CH3:9]. Procedure: 3-Aminopyridine (5 mmol, 0.5 g), 2-benzoyl-4-oxo-pentanoic acid ethyl ester (5 mmol, 1.2 g), and tosic acid (0.1 g) were combined in ethanol, then heated under reflux. The resulting oil was purified over silica, but still contained contaminants. This material was triturated in hexane, and the solids were separated by filtration. The solids were washed with benzene two times to yield the named product (m.p. 102° C.-103° C.). Reactants: P(S)(O)(O)=S (dithiophosphoric acid), C(CCCCCCCC)(=O)OCCOCCOCCOC(CCCCCCCC)=O (triethylene glycol dinonanoate), [OH-].[Sr+2].[OH-] (strontium hydroxide), OO (hydrogen peroxide). Run at temperature 75 celsius. The product is P(=S)([S-])([O-])[O-].[Sr+2].P(=S)([S-])([O-])[O-].[Sr+2].[Sr+2] (Strontium Dithiophosphate). As a reaction SMILES: [P:1](=[S:5])([OH:4])([OH:3])[SH:2].[OH-].[Sr+2:7].[OH-].OO.C(OCCOCCOCCOC(=O)CCCCCCCC)(=O)CCCCCCCC>>[P:1]([O-:4])([O-:3])([S-:5])=[S:2].[Sr+2:7].[P:1]([O-:4])([O-:3])([S-:5])=[S:2].[Sr+2:7].[Sr+2:7] |f:1.2.3,6.7.8.9.10|. Procedure details: A three neck round bottom flask was charged with 89.0 grams of the dithiophosphoric acid that was obtained from Example 9. To this was added 15.1 grams of strontium hydroxide. The reaction was heated to 75° C. for approximately 30 minutes. The reaction was attached to an aspirator to remove any water that had formed. The reaction was then allowed to cool back to 35° C., and 4.2 g of 17.5% hydrogen peroxide was added. After mixing for 2.5 hours, 11.1 grams of triethylene glycol dinonanoate was ad... The reactants are ClC=1C=CC2=C(CCC=3C(=NC=CC3)C2=C2CCN(CC2)C(C)=O)C1 (8-chloro-11-(1-acetyl-4-piperidylidene)-6,11-dihydro-5 H-benzo[5,6]cyclohepta[1,2-b]pyridine), ClC=1C=C(C(=O)OO)C=CC1 (m-chloroperoxybenzoic acid). Solvent: C(Cl)Cl (CH2Cl2), C(Cl)Cl (CH2Cl2). Product: ClC=1C=CC2=C(CCC=3C(=[N+](C=CC3)[O-])C2=C2CCN(CC2)C(C)=O)C1 (8-Chloro-11-(1-acetyl-4-piperidylidene)-6,11-dihydro-5H-benzo[5,6]cyclohepta[1,2-b]pyridine-N-oxide). Isolated yield 29.7%. RXN SMILES: [Cl:1][C:2]1[CH:3]=[CH:4][C:5]2[C:15](=[C:16]3[CH2:21][CH2:20][N:19]([C:22](=[O:24])[CH3:23])[CH2:18][CH2:17]3)[C:10]3=[N:11][CH:12]=[CH:13][CH:14]=[C:9]3[CH2:8][CH2:7][C:6]=2[CH:25]=1.ClC1C=C(C=CC=1)C(OO)=[O:31]>C(Cl)Cl>[Cl:1][C:2]1[CH:3]=[CH:4][C:5]2[C:15](=[C:16]3[CH2:17][CH2:18][N:19]([C:22](=[O:24])[CH3:23])[CH2:20][CH2:21]3)[C:10]3=[N+:11]([O-:31])[CH:12]=[CH:13][CH:14]=[C:9]3[CH2:8][CH2:7][C:6]=2[CH:25]=1. Procedure details: To a mixture of 711 mg (2.01 mmole) of 8-chloro-11-(1-acetyl-4-piperidylidene)-6,11-dihydro-5 H-benzo[5,6]cyclohepta[1,2-b]pyridine in 30 ml of dry CH2Cl2 at -10° C. and under a nitrogen atmosphere was added 246 mg (1.60 mmole) of m-chloroperoxybenzoic acid. After 95 min. the mixture was taken up in CH2Cl2 and washed once with 10% aqueous sodium bisulfite and once with 10% aqueous sodium hydroxide. It was dried over magnesium sulfate, filtered, and concentrated in vacuo. The product was purified... As a reaction SMILES: [Cl-:19].[Cl:14][Sn:15]([Cl:16])([Cl:17])[Cl:18].[Cl:40][CH2:41][Cl:42].[F:20][c:21]1[cH:22][cH:23][c:24](-[c:27]2[n:28][o:29][c:30]([CH3:35])[c:31]2[C:32](=[O:33])[OH:34])[cH:25][cH:26]1.[N+:36]([CH3:37])([O-:38])=[O:39].[nH:1]1[cH:2][cH:3][c:4]2[cH:5][cH:6][c:7]([C:10](=[O:11])[O:12][CH3:13])[cH:8][c:9]12>>[nH:1]1[cH:2][c:3]([C:32]([c:31]2[c:27](-[c:24]3[cH:23][cH:22][c:21]([F:20])[cH:26][cH:25]3)[n:28][o:29][c:30]2[CH3:35])=[O:33])[c:4]2[cH:5][cH:6][c:7]([C:10](=[O:11])[O:12][CH3:13])[cH:8][c:9]12. The reactants are [Cl-], Cl[Sn](Cl)(Cl)Cl, ClCCl, Cc1onc(-c2ccc(F)cc2)c1C(=O)O, C[N+](=O)[O-], COC(=O)c1ccc2cc[nH]c2c1. Yields the product COC(=O)c1ccc2c(C(=O)c3c(-c4ccc(F)cc4)noc3C)c[nH]c2c1. Reactants: [Cl-].[Al+3].[Cl-].[Cl-] (Aluminum chloride), C(C(C)(C)C)(=O)Cl (pivaloyl chloride), S1C=2N(C=C1)C=NC2 (imidazo[5,1-b]thiazole). Run in C(=S)=S (carbon disulfide), ClCCl (dichloromethane), ClCCl (Dichloromethane). Yields the product C(C(C)(C)C)(=O)C=1N=CN2C1SC=C2 (7-pivaloylimidazo[5,1-b]thiazole). Reaction SMILES: [Cl-].[Al+3].[Cl-].[Cl-].[C:5](Cl)(=[O:10])[C:6]([CH3:9])([CH3:8])[CH3:7].[S:12]1[CH:16]=[CH:15][N:14]2[CH:17]=[N:18][CH:19]=[C:13]12>C(=S)=S.ClCCl>[C:5]([C:19]1[N:18]=[CH:17][N:14]2[CH:15]=[CH:16][S:12][C:13]=12)(=[O:10])[C:6]([CH3:9])([CH3:8])[CH3:7] |f:0.1.2.3|. Procedure: Aluminum chloride (6.0 g) was added to a solution of 6.1 ml of pivaloyl chloride in 50 ml of carbon disulfide. The mixture was stirred. A solution of 1.2 g of imidazo[5,1-b]thiazole in 20 ml of dichloromethane was added thereto, and the mixture was stirred at room temperature for 48 hr. Dichloromethane (200 ml) was added to the reaction mixture. The mixture was washed with water and a saturated aqueous sodium hydrogencarbonate solution in that order, and then dried over anhydrous magnesium sulfa... Starting materials: N1N=CN=C1 (1,2,4-Triazole), [H-].[Na+] (sodium hydride), Cl (hydrochloric acid), BrCC(=O)C1=C(C=C(C=C1)OC1=CC=C(C=C1)Cl)Cl (2-bromo-1-[2-chloro-4-(4-chlorophenoxy)phenyl]ethanone). The solvent is C1CCOC1 (THF), O (water), C1CCOC1 (THF). Conditions: time 150 minute. Product: ClC1=C(C=CC(=C1)OC1=CC=C(C=C1)Cl)C(CN1N=CN=C1)=O (1-[2-chloro-4-(4-chlorophenoxy)phenyl]-2-(1,2,4-triazol-1-yl)ethanone). The yield is 80.3%. RXN SMILES: [NH:1]1[CH:5]=[N:4][CH:3]=[N:2]1.[H-].[Na+].Br[CH2:9][C:10]([C:12]1[CH:17]=[CH:16][C:15]([O:18][C:19]2[CH:24]=[CH:23][C:22]([Cl:25])=[CH:21][CH:20]=2)=[CH:14][C:13]=1[Cl:26])=[O:11].Cl>C1COCC1.O>[Cl:26][C:13]1[CH:14]=[C:15]([O:18][C:19]2[CH:24]=[CH:23][C:22]([Cl:25])=[CH:21][CH:20]=2)[CH:16]=[CH:17][C:12]=1[C:10](=[O:11])[CH2:9][N:1]1[CH:5]=[N:4][CH:3]=[N:2]1 |f:1.2|. Procedure: 1,2,4-Triazole (249 g) was added carefully (small portions) to a mixture of sodium hydride (85 g) in THF (6000 mL). After 30 minutes a solution of 2-bromo-1-[2-chloro-4-(4-chlorophenoxy)phenyl]ethanone (1322 g) in THF (500 mL) was slowly added and the mixture was stirred for 150 min. The pH was adjusted to 7 with dil. hydrochloric acid whereupon water was added (3000 mL). The precipitate was filtered off and washed with MTBE. The organic phase was then concentrated and the resulting solid was fi...